Dataset: the Open Reaction Database (ORD), a public repository of structured organic reaction records. Task: describe an organic reaction: reactants, conditions, products, and yield Starting materials: C(C1=CC=CC=C1)N(C1=C(C(=CC=C1)NS(=O)(=O)C)C)CC1=CC=C(OC2=CC=C(OCCCC(=O)O)C=C2)C=C1 (4-(4-{4-[(benzyl{2-methyl-3-[(methylsulfonyl)amino]phenyl}amino)methyl]phenoxy}phenoxy)butanoic acid), Cl.C(C)(C)(C)OC([C@@H](N)COC(C)(C)C)=O (O-tert-butyl L-serine tert-butyl ester hydrochloride). The product is C(C1=CC=CC=C1)N(C1=C(C(=CC=C1)NS(=O)(=O)C)C)CC1=CC=C(OC2=CC=C(OCCCC(=O)N[C@@H](CO)C(=O)OC(C)(C)C)C=C2)C=C1 (tert-butyl N-(4-(4-(4-((benzyl(2-methyl-3-((methylsulfonyl)amino)phenyl)amino)methyl)phenoxy)phenoxy)butanoyl)-L-serinate). RXN SMILES: [CH2:1]([N:8]([CH2:21][C:22]1[CH:41]=[CH:40][C:25]([O:26][C:27]2[CH:39]=[CH:38][C:30]([O:31][CH2:32][CH2:33][CH2:34][C:35](O)=[O:36])=[CH:29][CH:28]=2)=[CH:24][CH:23]=1)[C:9]1[CH:14]=[CH:13][CH:12]=[C:11]([NH:15][S:16]([CH3:19])(=[O:18])=[O:17])[C:10]=1[CH3:20])[C:2]1[CH:7]=[CH:6][CH:5]=[CH:4][CH:3]=1.Cl.[C:43]([O:47][C:48](=[O:57])[C@H:49]([CH2:51][O:52]C(C)(C)C)[NH2:50])([CH3:46])([CH3:45])[CH3:44]>>[CH2:1]([N:8]([CH2:21][C:22]1[CH:41]=[CH:40][C:25]([O:26][C:27]2[CH:39]=[CH:38][C:30]([O:31][CH2:32][CH2:33][CH2:34][C:35]([NH:50][C@H:49]([C:48]([O:47][C:43]([CH3:46])([CH3:45])[CH3:44])=[O:57])[CH2:51][OH:52])=[O:36])=[CH:29][CH:28]=2)=[CH:24][CH:23]=1)[C:9]1[CH:14]=[CH:13][CH:12]=[C:11]([NH:15][S:16]([CH3:19])(=[O:17])=[O:18])[C:10]=1[CH3:20])[C:2]1[CH:3]=[CH:4][CH:5]=[CH:6][CH:7]=1 |f:1.2|. Reported procedure: The product from Example 233 and O-tert-butyl L-serine tert-butyl ester hydrochloride were processed as described in Example 251A to provide the titled compound.